From a dataset of the Open Reaction Database (ORD), a public repository of structured organic reaction records. describe an organic reaction: reactants, conditions, products, and yield As a reaction SMILES: [C:20](=[O:21])([Cl:22])[Cl:23].[C:24]([Cl:25])([Cl:26])([Cl:27])[Cl:28].[CH3:34][C:35]([CH3:36])=[O:37].[Cl:29][C:30](=[O:31])[Cl:32].[F:1][c:2]1[cH:3][c:4]([NH:5][c:6]2[n:7][cH:8][cH:9][cH:10][c:11]2[CH2:12][NH:13][CH3:14])[cH:15][cH:16][cH:17]1.[H-:18].[NH3:33].[Na+:19].[OH2:38]>>[F:1][c:2]1[cH:3][c:4]([N:5]2[c:6]3[n:7][cH:8][cH:9][cH:10][c:11]3[CH2:12][N:13]([CH3:14])[C:20]2=[O:21])[cH:15][cH:16][cH:17]1. The product is CN1Cc2cccnc2N(c2cccc(F)c2)C1=O. The reactants are O=C(Cl)Cl, ClC(Cl)(Cl)Cl, CC(C)=O, O=C(Cl)Cl, CNCc1cccnc1Nc1cccc(F)c1, [H-], N, [Na+], O. Reactants: N(C(=N)N)C=1SC=C(N1)C(=O)NN (2-guanidino-4-thiazole carboxylic acid hydrazide), C(CC)(OCC)=N (ethyl propionimidate), Cl.C(CC)(OCC)=N (ethyl propionimidate hydrochloride). Solvent: C(C)O (ethanol). Product: N(C(=N)N)C=1SC=C(N1)C(=O)O (2-guanidino-4-thiazole carboxylic acid). Yield: 103.9%. As a reaction SMILES: [NH:1]([C:5]1[S:6][CH:7]=[C:8]([C:10](NN)=[O:11])[N:9]=1)[C:2]([NH2:4])=[NH:3].C(=N)([O:17]CC)CC.Cl.C(=N)(OCC)CC>C(O)C>[NH:1]([C:5]1[S:6][CH:7]=[C:8]([C:10]([OH:11])=[O:17])[N:9]=1)[C:2]([NH2:4])=[NH:3] |f:2.3|. Procedure: 2.90 g (14.48 mmol) of 2-guanidino-4-thiazole carboxylic acid hydrazide in 50 ml dry ethanol was slurried with 29.1 mmol of ethyl propionimidate (prepared from 4.0 g (29.1 mmol) of ethyl propionimidate hydrochloride) for 5 days at 25° . The slurry was filtered and the resulting solid was dried for 2 hours at 60° in vacuo to give 2.802 g (75%) of 2-guanidino-4-thiazole carboxylic acid 2-propioniminohydrazide. Reactants: COCC1(C)Oc2ccc(C#N)cc2C2OC21, CCO, c1ccncc1, O=c1cccc[nH]1. Yields the product COCC1(C)Oc2ccc(C#N)cc2C(n2ccccc2=O)C1O. As a reaction SMILES: [CH3:1][O:2][CH2:3][C:4]1([CH3:17])[O:5][c:6]2[cH:7][cH:8][c:9]([C:15]#[N:16])[cH:10][c:11]2[CH:12]2[CH:13]1[O:14]2.[CH3:31][CH2:32][OH:33].[cH:25]1[cH:26][cH:27][n:28][cH:29][cH:30]1.[nH:18]1[c:19](=[O:24])[cH:20][cH:21][cH:22][cH:23]1>>[CH3:1][O:2][CH2:3][C:4]1([CH3:17])[O:5][c:6]2[cH:7][cH:8][c:9]([C:15]#[N:16])[cH:10][c:11]2[CH:12]([n:18]2[c:19](=[O:24])[cH:20][cH:21][cH:22][cH:23]2)[CH:13]1[OH:14]. The product is Cc1cncc(OCC2CCN2C(=O)OC(C)(C)C)c1. RXN SMILES: [Br-:21].[Br:1][c:2]1[cH:3][c:4]([O:8][CH2:9][CH:10]2[N:11]([C:14](=[O:15])[O:16][C:17]([CH3:18])([CH3:19])[CH3:20])[CH2:12][CH2:13]2)[cH:5][n:6][cH:7]1.[CH2:24]1[O:25][CH2:26][CH2:27][CH2:28]1.[CH3:22][Mg+:23]>>[c:2]1([CH3:22])[cH:3][c:4]([O:8][CH2:9][CH:10]2[N:11]([C:14](=[O:15])[O:16][C:17]([CH3:18])([CH3:19])[CH3:20])[CH2:12][CH2:13]2)[cH:5][n:6][cH:7]1. The reactants are [Br-], CC(C)(C)OC(=O)N1CCC1COc1cncc(Br)c1, C1CCOC1, C[Mg+]. Starting materials: C(CCCCCCCCCCCCCCCCC(=O)[O-])(=O)OCC1=CC=CC=C1 (Mono-benzyl octadecandioate), CCN(C(C)C)C(C)C (DIEA), [B-](F)(F)(F)F.CN(C)C(=[N+](C)C)ON1C(=O)CCC1=O (TSTU), C1CCOC1 (THF). Run in CN(C)C=O (DMF). Conditions: time 8 hour. The product is C(CCCCCCCCCCCCCCCCC(=O)OCC1=CC=CC=C1)(=O)ON1C(CCC1=O)=O (succinimidyl mono-benzyl octadecandioate). The yield is 100.0%. As a reaction SMILES: [C:1]([O:22][CH2:23][C:24]1[CH:29]=[CH:28][CH:27]=[CH:26][CH:25]=1)(=[O:21])[CH2:2][CH2:3][CH2:4][CH2:5][CH2:6][CH2:7][CH2:8][CH2:9][CH2:10][CH2:11][CH2:12][CH2:13][CH2:14][CH2:15][CH2:16][CH2:17][C:18]([O-:20])=[O:19].C1COCC1.CCN(C(C)C)C(C)C.[B-](F)(F)(F)F.CN(C(O[N:57]1[C:62](=[O:63])[CH2:61][CH2:60][C:58]1=[O:59])=[N+](C)C)C>CN(C=O)C>[C:18]([O:20][N:57]1[C:62](=[O:63])[CH2:61][CH2:60][C:58]1=[O:59])(=[O:19])[CH2:17][CH2:16][CH2:15][CH2:14][CH2:13][CH2:12][CH2:11][CH2:10][CH2:9][CH2:8][CH2:7][CH2:6][CH2:5][CH2:4][CH2:3][CH2:2][C:1]([O:22][CH2:23][C:24]1[CH:29]=[CH:28][CH:27]=[CH:26][CH:25]=1)=[O:21] |f:3.4|. Reported procedure: Mono-benzyl octadecandioate was dissolved in DMF (3.5 mL) and THF (7 mL) and cooled with ice bath. DIEA (0.103 mL) and TSTU were added and the mixture was stirred 1 h at ice bath and at RT overnight. The solvent was evaporated in vacuo and the residue was dissolved in AcOEt and washed twice with 0.2 N HCl, saturated NaHCO3, dried, filtered and evaporated to dryness to give succinimidyl mono-benzyl octadecandioate (0.25 g, 100%). Starting materials: Cc1nc[nH]c1C=O, CC(=O)O, NC(Cc1ccccc1)(c1cc(F)cc(C(F)(F)F)c1)c1ccc(Cl)cn1, CC(Cl)Cl. Yields the product Cc1nc[nH]c1CNC(Cc1ccccc1)(c1cc(F)cc(C(F)(F)F)c1)c1ccc(Cl)cn1. RXN SMILES: [CH3:28][c:29]1[n:30][cH:31][nH:32][c:33]1[CH:34]=[O:35].[CH3:36][C:37](=[O:38])[OH:39].[Cl:1][c:2]1[cH:3][cH:4][c:5]([C:8]([CH2:9][c:10]2[cH:11][cH:12][cH:13][cH:14][cH:15]2)([NH2:16])[c:17]2[cH:18][c:19]([F:27])[cH:20][c:21]([C:23]([F:24])([F:25])[F:26])[cH:22]2)[n:6][cH:7]1.[Cl:40][CH:41]([Cl:42])[CH3:43]>>[Cl:1][c:2]1[cH:3][cH:4][c:5]([C:8]([CH2:9][c:10]2[cH:11][cH:12][cH:13][cH:14][cH:15]2)([NH:16][CH2:34][c:33]2[c:29]([CH3:28])[n:30][cH:31][nH:32]2)[c:17]2[cH:18][c:19]([F:27])[cH:20][c:21]([C:23]([F:24])([F:25])[F:26])[cH:22]2)[n:6][cH:7]1. Reactants: C(C)(C)(C)[Si](Cl)(C)C (tert-butyldimethylchlorosilane), [Cl-].[NH4+] (ammonium chloride), BrC1=C2C[C@@H](NCC2=CC=C1)CO ([(3R)-5-bromo-1,2,3,4-tetrahydroisoquinolin-3-yl]methanol), N1C=NC=C1 (1H-imidazole). Reagents/catalysts: CN(C1=CC=NC=C1)C (4-dimethylaminopyridine). The solvent is C(C)(C)(C)OC (methyl tert-butyl ether), ClCCl (dichlormethane), CN(C=O)C (N,N-dimethylformamide). Run at temperature 10 celsius, time 3 hour. The product is BrC1=C2C[C@@H](NCC2=CC=C1)CO[Si](C)(C)C(C)(C)C ((3R)-5-bromo-3-({[tert-butyl(dimethyl)silyl]oxy}methyl)-1,2,3,4-tetrahydroisoquinoline). Isolated yield 91.4%. As a reaction SMILES: [C:1]([Si:5]([CH3:8])([CH3:7])Cl)([CH3:4])([CH3:3])[CH3:2].[Br:9][C:10]1[CH:19]=[CH:18][CH:17]=[C:16]2[C:11]=1[CH2:12][C@H:13]([CH2:20][OH:21])[NH:14][CH2:15]2.N1C=CN=C1.[Cl-].[NH4+]>CN(C)C1C=CN=CC=1.ClCCl.C(OC)(C)(C)C.CN(C)C=O>[Br:9][C:10]1[CH:19]=[CH:18][CH:17]=[C:16]2[C:11]=1[CH2:12][C@H:13]([CH2:20][O:21][Si:5]([C:1]([CH3:4])([CH3:3])[CH3:2])([CH3:8])[CH3:7])[NH:14][CH2:15]2 |f:3.4|. Procedure details: Add tert-butyldimethylchlorosilane (193.7 g, 1.29 mol) to a mixture of [(3R)-5-bromo-1,2,3,4-tetrahydroisoquinolin-3-yl]methanol (148.9 g, 0.58 mol), 1H-imidazole (202.9 g, 2.92 mol), 4-dimethylaminopyridine (0.72 g, 5.84 mmol) and N,N-dimethylformamide (1.04 L) in dichlormethane (2.61 L) at 20° C. and stir in an appropriate vessel. After 3 hours, cool the mixture to 10° C. and add saturated aqueous ammonium chloride solution (1.3 L). Extract the aqueous with dichloromethane and wash the combine...